Dataset: the Open Reaction Database (ORD), a public repository of structured organic reaction records. Task: describe an organic reaction: reactants, conditions, products, and yield Reactants: CCOC(=O)Nc1ccc2c(c1)CCC2=O, [K+], O=[N+]([O-])[O-], O=S(=O)(O)O. Product: CCOC(=O)Nc1ccc2c(c1[N+](=O)[O-])CCC2=O. RXN SMILES: [CH2:1]([CH3:2])[O:3][C:4]([NH:5][c:6]1[cH:7][c:8]2[c:12]([cH:13][cH:14]1)[C:11](=[O:15])[CH2:10][CH2:9]2)=[O:16].[K+:17].[O-:18][N+:19]([O-:20])=[O:21].[S:22](=[O:23])(=[O:24])([OH:25])[OH:26]>>[CH2:1]([CH3:2])[O:3][C:4]([NH:5][c:6]1[c:7]([N+:19](=[O:18])[O-:20])[c:8]2[c:12]([cH:13][cH:14]1)[C:11](=[O:15])[CH2:10][CH2:9]2)=[O:16]. Starting materials: Cl (HCl), [Li+].[OH-] (LiOH), COC(=O)C1CCC2=NNC(N21)=O (3-Oxo-2,5,6,7-tetrahydro-3H-pyrrolo[2,1-c][1,2,4]triazole-5-carboxylic acid methyl ester). The solvent is O (water), C1CCOC1 (THF), C1CCOC1 (THF). Conditions: time 30 minute. The product is O=C1N2C(=NN1)CCC2C(=O)O (3-Oxo-2,5,6,7-tetrahydro-3H-pyrrolo[2,1-c][1,2,4]triazole-5-carboxylic acid). As a reaction SMILES: C[O:2][C:3]([CH:5]1[N:12]2[C:8](=[N:9][NH:10][C:11]2=[O:13])[CH2:7][CH2:6]1)=[O:4].[Li+].[OH-].Cl>C1COCC1.O>[O:13]=[C:11]1[NH:10][N:9]=[C:8]2[CH2:7][CH2:6][CH:5]([C:3]([OH:4])=[O:2])[N:12]12 |f:1.2|. Reported procedure: 3-Oxo-2,5,6,7-tetrahydro-3H-pyrrolo[2,1-c][1,2,4]triazole-5-carboxylic acid methyl ester (0.50 g, 2.7 mmol) was dissolved in THF (3.0 mL). LiOH (0.14 g, 3.3 mmol) was dissolved in water (3.0 mL), which was added to the THF mixture and stirred at room temperature for 30 min. The mixture was acidified with 1N HCl and extracted with DCM. The organic layers were dried over MgSO4, filtered through CELITE®, and concentrated in vacuo to give 3-Oxo-2,5,6,7-tetrahydro-3H-pyrrolo[2,1-c][1,2,4]triazole-5-c... Starting materials: ClC1C2=C(C=CC3=C1C=C(C=C3)SC)C=CC=C2 (5-chloro-3-methylmercapto-5H-dibenzo[a,d]cycloheptene), CN(C)CCCCl (dimethylaminopropyl chloride), [Mg] (magnesium). Run in O1CCCC1 (tetrahydrofuran), O1CCCC1 (tetrahydrofuran). The product is Grignard reagent, CN(CCCC1C2=C(C=CC3=C1C=C(C=C3)SC)C=CC=C2)C (5-(3-dimethylaminopropyl)-3-methylmercapto-5H-dibenzo[a,d]cycloheptene). Reaction SMILES: [CH3:1][N:2]([CH2:4][CH2:5][CH2:6]Cl)[CH3:3].[Mg].Cl[CH:10]1[C:16]2[CH:17]=[C:18]([S:21][CH3:22])[CH:19]=[CH:20][C:15]=2[CH:14]=[CH:13][C:12]2[CH:23]=[CH:24][CH:25]=[CH:26][C:11]1=2>O1CCCC1>[CH3:1][N:2]([CH3:3])[CH2:4][CH2:5][CH2:6][CH:10]1[C:16]2[CH:17]=[C:18]([S:21][CH3:22])[CH:19]=[CH:20][C:15]=2[CH:14]=[CH:13][C:12]2[CH:23]=[CH:24][CH:25]=[CH:26][C:11]1=2. Procedure: The Grignard reagent is prepared from dimethylaminopropyl chloride (0.2 mole) and magnesium (0.2 g. atom) in 75 ml. of dry tetrahydrofuran following the method described in U.S. Pat. No. 2,996,503. A 15 ml. portion of this solution is cooled in an ice-bath and stirred while a solution of 4.7 g. (0.0172 mole) of 5-chloro-3-methylmercapto-5H-dibenzo[a,d]cycloheptene in 25 ml. of tetrahydrofuran is added dropwise. The usual precautions, such as careful drying of the apparatus and maintaining a nitr... Reactants: C(C)OC=1C=C(CC2=NC(=NO2)C2=C3CCC(C3=CC=C2)O)C=CC1OCC (4-(5-(3,4-diethoxybenzyl)-1,2,4-oxadiazol-3-yl)-2,3-dihydro-1H-inden-1-ol), NCCO (2-aminoethanol). The product is C(C)OC=1C=C(CC2=NC(=NO2)C2=C3CCC(C3=CC=C2)NCCO)C=CC1OCC (2-((4-(5-(3,4-diethoxybenzyl)-1,2,4-oxadiazol-3-yl)-2,3-dihydro-1H-inden-1-yl)amino)ethanol). Reaction SMILES: [CH2:1]([O:3][C:4]1[CH:5]=[C:6]([CH:23]=[CH:24][C:25]=1[O:26][CH2:27][CH3:28])[CH2:7][C:8]1[O:12][N:11]=[C:10]([C:13]2[CH:21]=[CH:20][CH:19]=[C:18]3[C:14]=2[CH2:15][CH2:16][CH:17]3O)[N:9]=1)[CH3:2].[NH2:29][CH2:30][CH2:31][OH:32]>>[CH2:1]([O:3][C:4]1[CH:5]=[C:6]([CH:23]=[CH:24][C:25]=1[O:26][CH2:27][CH3:28])[CH2:7][C:8]1[O:12][N:11]=[C:10]([C:13]2[CH:21]=[CH:20][CH:19]=[C:18]3[C:14]=2[CH2:15][CH2:16][CH:17]3[NH:29][CH2:30][CH2:31][OH:32])[N:9]=1)[CH3:2]. Reported procedure: Prepared using General Procedure 14 using 4-(5-(3,4-diethoxybenzyl)-1,2,4-oxadiazol-3-yl)-2,3-dihydro-1H-inden-1-ol 60 and 2-aminoethanol. Starting materials: CS(C)=O, Cn1c(C(F)(F)F)cc(Cl)c(-c2ccc(Cl)cc2)c1=O, [F-], [K+], O. Yields the product Cn1c(C(F)(F)F)cc(F)c(-c2ccc(Cl)cc2)c1=O. Reaction SMILES: [CH3:1][S:2]([CH3:3])=[O:4].[Cl:5][c:6]1[cH:7][cH:8][c:9](-[c:12]2[c:13](=[O:24])[n:14]([CH3:23])[c:15]([C:19]([F:20])([F:21])[F:22])[cH:16][c:17]2[Cl:18])[cH:10][cH:11]1.[F-:25].[K+:26].[OH2:27]>>[Cl:5][c:6]1[cH:7][cH:8][c:9](-[c:12]2[c:13](=[O:24])[n:14]([CH3:23])[c:15]([C:19]([F:20])([F:21])[F:22])[cH:16][c:17]2[F:25])[cH:10][cH:11]1.